Dataset: the Open Reaction Database (ORD), a public repository of structured organic reaction records. Task: describe an organic reaction: reactants, conditions, products, and yield The reactants are OC=1C=C2C(=CN=C(C2=CC1OC)CC1=CC(=CC=C1)OCC)C=O (6-hydroxy-7-methoxy-1-(3-ethoxy-benzyl)-isoquinoline-4-carbaldehyde), C([O-])([O-])=O.[K+].[K+] (potassium carbonate), BrCCCBr (1,3-dibromopropane). Solvent: CN(C=O)C (N,N-dimethylformamide). Conditions: temperature 85 celsius. The product is BrCCCOC=1C=C2C(=CN=C(C2=CC1OC)CC1=CC(=CC=C1)OCC)C=O (6-(3-bromo-propoxy)-7-methoxy-1-(3-ethoxy-benzyl)-isoquinoline-4-carbaldehyde). Isolated yield 63.6%. As a reaction SMILES: [OH:1][C:2]1[CH:3]=[C:4]2[C:9](=[CH:10][C:11]=1[O:12][CH3:13])[C:8]([CH2:14][C:15]1[CH:20]=[CH:19][CH:18]=[C:17]([O:21][CH2:22][CH3:23])[CH:16]=1)=[N:7][CH:6]=[C:5]2[CH:24]=[O:25].C(=O)([O-])[O-].[K+].[K+].[Br:32][CH2:33][CH2:34][CH2:35]Br>CN(C)C=O>[Br:32][CH2:33][CH2:34][CH2:35][O:1][C:2]1[CH:3]=[C:4]2[C:9](=[CH:10][C:11]=1[O:12][CH3:13])[C:8]([CH2:14][C:15]1[CH:20]=[CH:19][CH:18]=[C:17]([O:21][CH2:22][CH3:23])[CH:16]=1)=[N:7][CH:6]=[C:5]2[CH:24]=[O:25] |f:1.2.3|. Procedure: To a stirred solution of 6-hydroxy-7-methoxy-1-(3-ethoxy-benzyl)-isoquinoline-4-carbaldehyde (86 g, 0.24 mmol) in N,N-dimethylformamide (2 mL) was added potassium carbonate (337 mg, 2.40 mmol) and 1,3-dibromopropane (0.124 mL, 1.22 mmol) at room temperature. The reaction mixture was heated 85° C. for 2 hrs. The solvent was evaporated and the residue was purified on a flash chromatography (Merck Silica gel 60, 70–230 mesh, 50% ethyl acetate/hexane) to afford product 6-(3-bromo-propoxy)-7-methoxy-... The reactants are CCOC1(c2ccc(C#Cc3ccc(CC(=O)OC)cc3)cc2C(C)(C)C)CC1, CC#N, CCO, [Na+], C1CCOC1, [OH-], O. Yields the product CCOC1(c2ccc(C#Cc3ccc(C(=O)O)cc3)cc2C(C)(C)C)CC1. RXN SMILES: [CH2:1]([CH3:2])[O:3][C:4]1([c:7]2[c:8]([C:26]([CH3:27])([CH3:28])[CH3:29])[cH:9][c:10]([C:13]#[C:14][c:15]3[cH:16][cH:17][c:18]([CH2:21][C:22]([O:23][CH3:24])=[O:25])[cH:19][cH:20]3)[cH:11][cH:12]2)[CH2:5][CH2:6]1.[CH3:33][C:34]#[N:35].[CH3:36][CH2:37][OH:38].[Na+:31].[O:39]1[CH2:40][CH2:41][CH2:42][CH2:43]1.[OH-:30].[OH2:32]>>[CH2:1]([CH3:2])[O:3][C:4]1([c:7]2[c:8]([C:26]([CH3:27])([CH3:28])[CH3:29])[cH:9][c:10]([C:13]#[C:14][c:15]3[cH:16][cH:17][c:18]([C:37](=[O:30])[OH:38])[cH:19][cH:20]3)[cH:11][cH:12]2)[CH2:5][CH2:6]1. Procedure: To a solution of N-[(1R, 2R)-2-(benzyloxy)cyclohexyl]-1-(4-chlorophenyl)-2-(2,4-dichlorophenyl)-1H-imidazole-4-carboxamide (Table entry 278, prepared according to the procedures described in Examples 13 and 14) (100 mg, 0.18 mmol) in CH2Cl2 (2 mL), TMSI (iodotrimethylsilane) (60 μL, 0.42 mmol) was added. The mixture was stirred at rt overnight, and diluted with water. The organic layer was dried over MgSO4, filtered, and concentrated. The residue was purified by preparative TLC (EtOAc) to afford... Conditions: time 8 hour. The product is ClC1=CC=C(C=C1)N1C(=NC(=C1)C(=O)N[C@H]1[C@@H](CCCC1)O)C1=C(C=C(C=C1)Cl)Cl (1-(4-chlorophenyl)-2-(2,4-dichlorophenyl)-N-[(1R,2R)-2-hydroxycyclohexyl]-1H-imidazole-4-carboxamide). As a reaction SMILES: C([O:8][C@@H:9]1[CH2:14][CH2:13][CH2:12][CH2:11][C@H:10]1[NH:15][C:16]([C:18]1[N:19]=[C:20]([C:30]2[CH:35]=[CH:34][C:33]([Cl:36])=[CH:32][C:31]=2[Cl:37])[N:21]([C:23]2[CH:28]=[CH:27][C:26]([Cl:29])=[CH:25][CH:24]=2)[CH:22]=1)=[O:17])C1C=CC=CC=1.[Si](I)(C)(C)C>C(Cl)Cl.O>[Cl:29][C:26]1[CH:27]=[CH:28][C:23]([N:21]2[CH:22]=[C:18]([C:16]([NH:15][C@@H:10]3[CH2:11][CH2:12][CH2:13][CH2:14][C@H:9]3[OH:8])=[O:17])[N:19]=[C:20]2[C:30]2[CH:35]=[CH:34][C:33]([Cl:36])=[CH:32][C:31]=2[Cl:37])=[CH:24][CH:25]=1. Isolated yield 67.0%. The reactants are C(C1=CC=CC=C1)O[C@H]1[C@@H](CCCC1)NC(=O)C=1N=C(N(C1)C1=CC=C(C=C1)Cl)C1=C(C=C(C=C1)Cl)Cl (N-[(1R, 2R)-2-(benzyloxy)cyclohexyl]-1-(4-chlorophenyl)-2-(2,4-dichlorophenyl)-1H-imidazole-4-carboxamide), [Si](C)(C)(C)I (TMSI). The solvent is O (water), C(Cl)Cl (CH2Cl2). The reactants are CO, C[O-], CO, Cn1nc(Cl)c2ncn(Cc3ccc(C(=O)c4ccc(Cl)cc4)cc3)c2c1=O, [Na+], O. Yields the product COc1nn(C)c(=O)c2c1ncn2Cc1ccc(C(=O)c2ccc(Cl)cc2)cc1. RXN SMILES: [CH3:29][OH:30].[CH3:31][O-:32].[CH3:35][OH:36].[Cl:1][c:2]1[cH:3][cH:4][c:5]([C:6](=[O:7])[c:8]2[cH:9][cH:10][c:11]([CH2:12][n:13]3[cH:14][n:15][c:16]4[c:17]3[c:18](=[O:24])[n:19]([CH3:23])[n:20][c:21]4[Cl:22])[cH:25][cH:26]2)[cH:27][cH:28]1.[Na+:33].[OH2:34]>>[Cl:1][c:2]1[cH:3][cH:4][c:5]([C:6](=[O:7])[c:8]2[cH:9][cH:10][c:11]([CH2:12][n:13]3[cH:14][n:15][c:16]4[c:17]3[c:18](=[O:24])[n:19]([CH3:23])[n:20][c:21]4[O:30][CH3:29])[cH:25][cH:26]2)[cH:27][cH:28]1.